Dataset: the Open Reaction Database (ORD), a public repository of structured organic reaction records. Task: describe an organic reaction: reactants, conditions, products, and yield The reactants are Cc1ccccc1, CCN(C(C)C)C(C)C, NC1c2ccccc2CC1O, O=C1OC(=O)c2ccccc21. Product: O=C1c2ccccc2C(=O)N1C1c2ccccc2CC1O. RXN SMILES: [CH3:32][c:33]1[cH:34][cH:35][cH:36][cH:37][cH:38]1.[CH:23]([N:24]([CH2:25][CH3:26])[CH:27]([CH3:28])[CH3:29])([CH3:30])[CH3:31].[NH2:1][CH:2]1[CH:3]([OH:11])[CH2:4][c:5]2[cH:6][cH:7][cH:8][cH:9][c:10]21.[O:12]=[C:13]1[O:14][C:15](=[O:16])[c:17]2[cH:18][cH:19][cH:20][cH:21][c:22]21>>[N:1]1([CH:2]2[CH:3]([OH:11])[CH2:4][c:5]3[cH:6][cH:7][cH:8][cH:9][c:10]32)[C:13](=[O:12])[c:22]2[c:17]([cH:18][cH:19][cH:20][cH:21]2)[C:15]1=[O:14]. Reactants: P(=O)(OCCCCCCCCCCCCCCCCCC)([O-])[O-] (stearyl phosphate), [Cl-].[Ca+2].[Cl-] (calcium chloride), calcium ion, P(=O)(OCCCCCCCCCCCCCCCCCC)([O-])[O-] (stearyl phosphate), [OH-].[Na+] (sodium hydroxide). Run in O (Water), O (water). Conditions: temperature 85 celsius, time 60 minute. The product is P(=O)(OCCCCCCCCCCCCCCCCCC)([O-])[O-].[Ca+2] (calcium stearyl phosphate). As a reaction SMILES: [P:1]([O-:23])([O-:22])([O:3][CH2:4][CH2:5][CH2:6][CH2:7][CH2:8][CH2:9][CH2:10][CH2:11][CH2:12][CH2:13][CH2:14][CH2:15][CH2:16][CH2:17][CH2:18][CH2:19][CH2:20][CH3:21])=[O:2].[OH-].[Na+].[Cl-].[Ca+2:27].[Cl-]>O>[P:1]([O-:22])([O-:23])([O:3][CH2:4][CH2:5][CH2:6][CH2:7][CH2:8][CH2:9][CH2:10][CH2:11][CH2:12][CH2:13][CH2:14][CH2:15][CH2:16][CH2:17][CH2:18][CH2:19][CH2:20][CH3:21])=[O:2].[Ca+2:27] |f:1.2,3.4.5,7.8|. Reported procedure: Water (20 L) was added to stearyl phosphate (molar ratio of diester/monoester=1/0.25; acid value, 121.9 mg KOH/g) (1 kg) while heating at 85° C., whereby the stearyl phosphate was dispersed uniformly. An aqueous solution of sodium hydroxide (500 g/L) (174 ml) was dropwise added to the mixture while keeping the said temperature. When the addition was finished, the mixture showed a pH of about 11. Further, stirring was continued at 85° C. for 60 minutes. An aqueous solution of calcium chloride (30... Reactants: CN(C1=C(C=CC=C1)SCC(N)=NO)C (2-(2-dimethylaminophenylthio)acetamidoxime), C(C)OC(OCC)OCC (triethylorthoformate), B(F)(F)F.CCOCC (boron trifluoride etherate). Reaction conditions: time 5 hour. Product: CN(C1=C(C=CC=C1)SCC1=NOC=N1)C (3-(2-dimethylaminophenylthiomethyl)-1,2,4-oxadiazole). Reaction SMILES: [CH3:1][N:2]([CH3:15])[C:3]1[CH:8]=[CH:7][CH:6]=[CH:5][C:4]=1[S:9][CH2:10][C:11](=[N:13][OH:14])[NH2:12].[CH2:16](OC(OCC)OCC)C.B(F)(F)F.CCOCC>>[CH3:1][N:2]([CH3:15])[C:3]1[CH:8]=[CH:7][CH:6]=[CH:5][C:4]=1[S:9][CH2:10][C:11]1[N:12]=[CH:16][O:14][N:13]=1 |f:2.3|. Reported procedure: A mixture of 2-(2-dimethylaminophenylthio)acetamidoxime (1.0 g), triethylorthoformate (1.5 ml) and boron trifluoride etherate (0.015 ml) was warmed at 70° whence a solution soon formed. Heating at 70° was continued for 5 hours, the reaction mixture cooled and solvent removed by evaporation under reduced pressure. The residual oil was taken up in diethyl ether, washed with 5% aqueous sodium carbonate solution and water, dried and evaporated to dryness under reduced pressure. The residue was disti... The reactants are C1(CCC(C)N1)=O (γ-valerolactam), oil, CCOCC (ether), Cl (HCl), ClC=1C(=C(C(=CC1)C)C)Cl (dichloro-o-xylene). Run in C1CCOC1 (THF), CS(=O)C (DMSO). Reaction conditions: time 4 hour. Product: ClCC1=C(CN2C(CCC2C)=O)C=CC=C1 (N-[2-(chloromethyl)benzyl]-γ-valerolactam). Yield: 40.0%. As a reaction SMILES: [C:1]1(=[O:7])[NH:6][CH:4]([CH3:5])[CH2:3][CH2:2]1.Cl[C:9]1[C:10](Cl)=[C:11]([CH3:16])[C:12]([CH3:15])=[CH:13][CH:14]=1.CCOCC.[ClH:23]>C1COCC1.CS(C)=O>[Cl:23][CH2:15][C:12]1[CH:13]=[CH:14][CH:9]=[CH:10][C:11]=1[CH2:16][N:6]1[CH:4]([CH3:5])[CH2:3][CH2:2][C:1]1=[O:7]. Procedure details: A solution of γ-valerolactam (7 g, 70.5 mmol) in THF (150 mL) and DMSO (20 mL) was treated with Nail (2.83 g of a 60% oil dispersion) at 0° C. under nitrogen atmosphere. After a total of 15 min, α,α(-dichloro-o-xylene (25 g, 140 mmol) was added and the solution was allowed to warm and stir at room temperature. After 4 h, 100 mL of ether and 100 mL of 0.2N HCl were added. The water was withdrawn, and the organic layer was washed 2× more with water, dried (MgSO4), filtered and concentrated. This m... Starting materials: C1(CCCCC1)N(C1=CC(=NC=N1)C(=O)NC1=CC=C(C=C1)C=O)CC1CC1 (6-[cyclohexyl(cyclopropylmethyl)amino]-N-(4-formylphenyl)pyrimidine-4-carboxamide), C1(CCCCC1)N(C1=CC(=NC=N1)C(=O)NC1=CC=C(C=C1)C=O)CC1CC1 (6-[cyclohexyl(cyclopropylmethyl)amino]-N-(4-formylphenyl)pyrimidine-4-carboxamide), C(=O)(OC(C)(C)C)N1CCNCC1 (1-boc-piperazine). Yields the product C1(CCCCC1)N(C1=CC(=NC=N1)C(=O)NC1=CC=C(CN2CCN(CC2)C(=O)OC(C)(C)C)C=C1)CC1CC1 (1-tert-butyl 4-{4-[({6-[cyclohexyl(cyclopropylmethyl)amino]pyrimidin-4-yl}carbonyl)amino]benzyl}piperazine-1-carboxylate). Reaction SMILES: [CH:1]1([N:7]([CH2:25][CH:26]2[CH2:28][CH2:27]2)[C:8]2[N:13]=[CH:12][N:11]=[C:10]([C:14]([NH:16][C:17]3[CH:22]=[CH:21][C:20]([CH:23]=O)=[CH:19][CH:18]=3)=[O:15])[CH:9]=2)[CH2:6][CH2:5][CH2:4][CH2:3][CH2:2]1.[C:29]([N:36]1[CH2:41][CH2:40][NH:39][CH2:38][CH2:37]1)([O:31][C:32]([CH3:35])([CH3:34])[CH3:33])=[O:30]>>[CH:1]1([N:7]([CH2:25][CH:26]2[CH2:27][CH2:28]2)[C:8]2[N:13]=[CH:12][N:11]=[C:10]([C:14]([NH:16][C:17]3[CH:18]=[CH:19][C:20]([CH2:23][N:39]4[CH2:38][CH2:37][N:36]([C:29]([O:31][C:32]([CH3:35])([CH3:34])[CH3:33])=[O:30])[CH2:41][CH2:40]4)=[CH:21][CH:22]=3)=[O:15])[CH:9]=2)[CH2:6][CH2:5][CH2:4][CH2:3][CH2:2]1. Procedure details: Following the general method as outlined in Example 73, starting from 6-[cyclohexyl(cyclopropylmethyl)amino]-N-(4-formylphenyl)pyrimidine-4-carboxamide (Intermediate 24) and 1-boc-piperazine (Fluka), the title compound was obtained as a white solid after purification by column chromatography (silica) eluting with cyclohexane containing increasing amounts of EtOAc. Starting materials: O=C1CCC1, CC(=O)O[BH-](OC(C)=O)OC(C)=O, CC(=O)O, CO, ClCCl, c1cc(-n2cc3c(n2)CCNCC3)ccc1N1CCCC1, [Na+]. Yields the product c1cc(-n2cc3c(n2)CCN(C2CCC2)CC3)ccc1N1CCCC1. RXN SMILES: [C:22]1(=[O:26])[CH2:23][CH2:24][CH2:25]1.[C:31]([O:32][BH-:33]([O:34][C:35](=[O:36])[CH3:37])[O:38][C:39](=[O:40])[CH3:41])(=[O:42])[CH3:43].[CH3:27][C:28](=[O:29])[OH:30].[CH3:48][OH:49].[Cl:45][CH2:46][Cl:47].[N:1]1([c:6]2[cH:7][cH:8][c:9](-[n:12]3[n:13][c:14]4[c:20]([cH:21]3)[CH2:19][CH2:18][NH:17][CH2:16][CH2:15]4)[cH:10][cH:11]2)[CH2:2][CH2:3][CH2:4][CH2:5]1.[Na+:44]>>[N:1]1([c:6]2[cH:7][cH:8][c:9](-[n:12]3[n:13][c:14]4[c:20]([cH:21]3)[CH2:19][CH2:18][N:17]([CH:22]3[CH2:23][CH2:24][CH2:25]3)[CH2:16][CH2:15]4)[cH:10][cH:11]2)[CH2:2][CH2:3][CH2:4][CH2:5]1.